From a dataset of the Open Reaction Database (ORD), a public repository of structured organic reaction records. describe an organic reaction: reactants, conditions, products, and yield Starting materials: C=CCOC(=O)C(CCc1ccc(C#N)cc1)C(=O)OCC=C, [Cl-], CC(C)[Si](Oc1c(F)cc(CBr)cc1F)(C(C)C)C(C)C, [H-], [NH4+], [Na+], C1COCCO1. The product is C=CCOC(=O)C(CCc1ccc(C#N)cc1)(Cc1cc(F)c(O[Si](C(C)C)(C(C)C)C(C)C)c(F)c1)C(=O)OCC=C. RXN SMILES: [C:1](#[N:2])[c:3]1[cH:4][cH:5][c:6]([CH2:9][CH2:10][CH:11]([C:12](=[O:13])[O:14][CH2:15][CH:16]=[CH2:17])[C:18](=[O:19])[O:20][CH2:21][CH:22]=[CH2:23])[cH:7][cH:8]1.[Cl-:47].[F:26][c:27]1[cH:28][c:29]([CH2:30][Br:31])[cH:32][c:33]([F:46])[c:34]1[O:35][Si:36]([CH:37]([CH3:38])[CH3:39])([CH:40]([CH3:41])[CH3:42])[CH:43]([CH3:44])[CH3:45].[H-:24].[NH4+:48].[Na+:25].[O:49]1[CH2:50][CH2:51][O:52][CH2:53][CH2:54]1>>[C:1](#[N:2])[c:3]1[cH:4][cH:5][c:6]([CH2:9][CH2:10][C:11]([C:12](=[O:13])[O:14][CH2:15][CH:16]=[CH2:17])([C:18](=[O:19])[O:20][CH2:21][CH:22]=[CH2:23])[CH2:30][c:29]2[cH:28][c:27]([F:26])[c:34]([O:35][Si:36]([CH:37]([CH3:38])[CH3:39])([CH:40]([CH3:41])[CH3:42])[CH:43]([CH3:44])[CH3:45])[c:33]([F:46])[cH:32]2)[cH:7][cH:8]1. Procedure: A solution of 1.8 g. of propionyl chloride in 10 ml. of methylene chloride was added to a stirred solution of 0.01 mole of the above-referred amine in 50 ml. of methylene chloride containing 2.0 ml. of pyridine. The resulting clear solution was stirred overnight at room temperature and then washed with water, 5% aqueous hydrochloric acid, water, 10% aqueous sodium bicarbonate and finally with water. The upper organic layer was dried over magnesium sulfate and concentrated in vacuo to give a soli... Conditions: time 8 hour. Reaction SMILES: [C:1](Cl)(=[O:4])[CH2:2][CH3:3].C(Cl)Cl.[CH3:9][N:10]1[C:14]2[C:15]3[CH:21]=[CH:20][CH:19]=[CH:18][C:16]=3[S:17][C:13]=2[C:12]([NH2:22])=[N:11]1>N1C=CC=CC=1>[CH3:9][N:10]1[C:14]2[C:15]3[CH:21]=[CH:20][CH:19]=[CH:18][C:16]=3[S:17][C:13]=2[C:12]([NH:22][C:1](=[O:4])[CH2:2][CH3:3])=[N:11]1. The product is CN1N=C(C2=C1C1=C(S2)C=CC=C1)NC(CC)=O (N-(1-methyl-1H-(1)-benzothieno[3,2-c]pyrazol-3-yl)propanamide). Solvent: N1=CC=CC=C1 (pyridine). Reactants: C(CC)(=O)Cl (propionyl chloride), C(Cl)Cl (methylene chloride), C(Cl)Cl (methylene chloride), CN1N=C(C2=C1C1=C(S2)C=CC=C1)N (1-methyl-1H-(1)benzothieno[3,2-c]pyrazol-3-amine). Starting materials: O=C([O-])[O-], Cc1cccc2oc(=O)[nH]c12, ClCCCI, [Cs+], [Cs+]. The product is Cc1cccc2oc(=O)n(CCCCl)c12. Reaction SMILES: [C:17](=[O:18])([O-:19])[O-:20].[CH3:1][c:2]1[cH:3][cH:4][cH:5][c:6]2[c:7]1[nH:8][c:9](=[O:11])[o:10]2.[Cl:12][CH2:13][CH2:14][CH2:15][I:16].[Cs+:21].[Cs+:22]>>[CH3:1][c:2]1[cH:3][cH:4][cH:5][c:6]2[c:7]1[n:8]([CH2:15][CH2:14][CH2:13][Cl:12])[c:9](=[O:11])[o:10]2. Reactants: CS(C)=O, O=C(NCc1c[nH]cn1)c1ccc(Cl)s1, [Cu]I, COc1ccc(N=c2ccccn2-c2ccc(I)cc2)cc1, [K+], [K+], O=C([O-])[O-], Oc1cccc2cccnc12. Product: COc1ccc(N=c2ccccn2-c2ccc(-n3cnc(CNC(=O)c4ccc(Cl)s4)c3)cc2)cc1. Reaction SMILES: [CH3:55][S:56]([CH3:57])=[O:58].[Cl:23][c:24]1[cH:25][cH:26][c:27]([C:29](=[O:30])[NH:31][CH2:32][c:33]2[n:34][cH:35][nH:36][cH:37]2)[s:28]1.[Cu:59][I:60].[I:1][c:2]1[cH:3][cH:4][c:5](-[n:8]2[c:9](=[N:14][c:15]3[cH:16][cH:17][c:18]([O:21][CH3:22])[cH:19][cH:20]3)[cH:10][cH:11][cH:12][cH:13]2)[cH:6][cH:7]1.[K+:49].[K+:50].[O-:51][C:52]([O-:53])=[O:54].[OH:38][c:39]1[cH:40][cH:41][cH:42][c:43]2[c:44]1[n:45][cH:46][cH:47][cH:48]2>>[c:2]1(-[n:36]2[cH:35][n:34][c:33]([CH2:32][NH:31][C:29]([c:27]3[cH:26][cH:25][c:24]([Cl:23])[s:28]3)=[O:30])[cH:37]2)[cH:3][cH:4][c:5](-[n:8]2[c:9](=[N:14][c:15]3[cH:16][cH:17][c:18]([O:21][CH3:22])[cH:19][cH:20]3)[cH:10][cH:11][cH:12][cH:13]2)[cH:6][cH:7]1. Reactants: C=CCONC(=O)C1CCC(OC)CN1S(=O)(=O)c1ccc(OCc2ccccc2)cc1, CC[NH+](CC)CC, CC#N, O=C[O-], O. Yields the product COC1CCC(C(=O)NO)N(S(=O)(=O)c2ccc(OCc3ccccc3)cc2)C1. Reaction SMILES: [CH2:1]([CH:2]=[CH2:3])[O:4][NH:5][C:6](=[O:7])[CH:8]1[N:9]([S:16](=[O:17])(=[O:18])[c:19]2[cH:20][cH:21][c:22]([O:25][CH2:26][c:27]3[cH:28][cH:29][cH:30][cH:31][cH:32]3)[cH:23][cH:24]2)[CH2:10][CH:11]([O:14][CH3:15])[CH2:12][CH2:13]1.[CH2:36]([NH+:37]([CH2:38][CH3:39])[CH2:40][CH3:41])[CH3:42].[CH3:43][C:44]#[N:45].[CH:33]([O-:34])=[O:35].[OH2:46]>>[OH:4][NH:5][C:6](=[O:7])[CH:8]1[N:9]([S:16](=[O:17])(=[O:18])[c:19]2[cH:20][cH:21][c:22]([O:25][CH2:26][c:27]3[cH:28][cH:29][cH:30][cH:31][cH:32]3)[cH:23][cH:24]2)[CH2:10][CH:11]([O:14][CH3:15])[CH2:12][CH2:13]1.